From a dataset of the Open Reaction Database (ORD), a public repository of structured organic reaction records. describe an organic reaction: reactants, conditions, products, and yield Starting materials: CC1=CC=C(C=C1)C=1C(=CC=CC1)C(=O)NC1=CC=C(C(=O)N(C2=C(C=CC=C2)C(C)=O)C)C=C1 (4-(4′-methylbiphenyl-2-carboxamido)-N-methyl-N-(2-acetylphenyl)benzamide), [BH4-].[Na+] (sodium borohydride), C(Cl)(Cl)Cl (Chloroform). The solvent is CO (methanol). Run at time 3 hour. The product is CC1=CC=C(C=C1)C=1C(=CC=CC1)C(=O)NC1=CC=C(C(=O)N(C2=C(C=CC=C2)C(C)O)C)C=C1 (4-(4′-methylbiphenyl-2-carboxamido)-N-methyl-N-[2-(1-hydroxyethyl)phenyl]-benzamide). Isolated yield 74.7%. Reaction SMILES: [CH3:1][C:2]1[CH:7]=[CH:6][C:5]([C:8]2[C:9]([C:14]([NH:16][C:17]3[CH:35]=[CH:34][C:20]([C:21]([N:23]([CH3:33])[C:24]4[CH:29]=[CH:28][CH:27]=[CH:26][C:25]=4[C:30](=[O:32])[CH3:31])=[O:22])=[CH:19][CH:18]=3)=[O:15])=[CH:10][CH:11]=[CH:12][CH:13]=2)=[CH:4][CH:3]=1.[BH4-].[Na+].C(Cl)(Cl)Cl>CO>[CH3:1][C:2]1[CH:3]=[CH:4][C:5]([C:8]2[C:9]([C:14]([NH:16][C:17]3[CH:18]=[CH:19][C:20]([C:21]([N:23]([CH3:33])[C:24]4[CH:29]=[CH:28][CH:27]=[CH:26][C:25]=4[CH:30]([OH:32])[CH3:31])=[O:22])=[CH:34][CH:35]=3)=[O:15])=[CH:10][CH:11]=[CH:12][CH:13]=2)=[CH:6][CH:7]=1 |f:1.2|. Reported procedure: To a solution of 4-(4′-methylbiphenyl-2-carboxamido)-N-methyl-N-(2-acetylphenyl)benzamide (200 mg) in methanol (15 ml) was added sodium borohydride (16.4 mg) and the solution was stirred at ambient temperature for 3 hours. Chloroform was added to the mixture and the solution was washed successively with water and brine, and dried over magnesium sulfate. The solvent was evaporated in vacuo to give a syrup and the crude product was purified by silica gel column (chloroform) to give 4-(4′-methylbip... Reactants: ClC(CC=1C=C(N)C=CC1Cl)C(=O)OCC (3-(2-chloro-2-ethoxycarbonyleth-1-yl)-4-chloroaniline), CC1CC2=C(C(=O)OC2=O)CC1 (4-methyl-3,4,5,6-tetrahydrophthalic anhydride). Product: ClC1=C(C=C(C=C1)N1C(C2=C(C1=O)CC(CC2)C)=O)CC(C(=O)OCC)Cl (N-[4-Chloro-3-(2-chloro-2-ethoxycarbonyleth-1-yl)-phenyl]-4-methyl-3,4,5,6-tetrahydrophthalimide). Reaction SMILES: [Cl:1][CH:2]([C:12]([O:14][CH2:15][CH3:16])=[O:13])[CH2:3][C:4]1[CH:5]=[C:6]([CH:8]=[CH:9][C:10]=1[Cl:11])[NH2:7].[CH3:17][CH:18]1[CH2:28][CH2:27][C:21]2[C:22]([O:24][C:25](=O)[C:20]=2[CH2:19]1)=[O:23]>>[Cl:11][C:10]1[CH:9]=[CH:8][C:6]([N:7]2[C:25](=[O:24])[C:20]3[CH2:19][CH:18]([CH3:17])[CH2:28][CH2:27][C:21]=3[C:22]2=[O:23])=[CH:5][C:4]=1[CH2:3][CH:2]([Cl:1])[C:12]([O:14][CH2:15][CH3:16])=[O:13]. Procedure details: 2.60 g of 3-(2-chloro-2-ethoxycarbonyleth-1-yl)-4-chloroaniline and 1.65 g of 4-methyl-3,4,5,6-tetrahydrophthalic anhydride were refluxed for 6 hours. After the mixture had been cooled and evaporated down, the residue was taken up in ethyl acetate and the solution was washed three times with water. The organic phase was dried over Na2SO4 and then evaporated down. Yield 3.0 g (75%); 1H-NMR (in d6 -DMSO/TMS): δ [ppm]=0.96 (d; 3H), 1.05 (t; 3H), 1.64-2.08 (m; 3H), 2.15-2.70 (m; 4H), 3.20-3.55 (m; 2... Reactants: BrC1=CC(=C(C=C1)OCC1(CC(C1)(OC)OC)C=C)I (4-bromo-1-[(3,3-dimethoxy-1-vinylcyclobutyl)methoxy]-2-iodobenzene), Cl (HCl), C(=O)(O)[O-].[Na+] (NaHCO3). RXN SMILES: [Br:1][C:2]1[CH:7]=[CH:6][C:5]([O:8][CH2:9][C:10]2([CH:18]=[CH2:19])[CH2:13][C:12](OC)([O:14]C)[CH2:11]2)=[C:4]([I:20])[CH:3]=1.Cl.C([O-])(O)=O.[Na+]>C1COCC1>[Br:1][C:2]1[CH:7]=[CH:6][C:5]([O:8][CH2:9][C:10]2([CH:18]=[CH2:19])[CH2:13][C:12](=[O:14])[CH2:11]2)=[C:4]([I:20])[CH:3]=1 |f:2.3|. Run in C1CCOC1 (THF). Conditions: time 1 hour. Reported procedure: The mixture of 4-bromo-1-[(3,3-dimethoxy-1-vinylcyclobutyl)methoxy]-2-iodobenzene (3.16 g, 6.98 mmol) and 1M aqueous HCl (14 mL) in THF (31 mL) was stirred for ambient temperature for 1 hour. Then the mixture was stirred for 4 hours at 50° C. The mixture was cooled to room temperature and added saturated aqueous NaHCO3 and extracted with EtOAc. The combined organic extracts were washed with brine, dried over Na2SO4, filtered, and evaporated under reduced pressure to give 3-[(4-bromo-2-iodophenox... The yield is 102.4%. Yields the product BrC1=CC(=C(OCC2(CC(C2)=O)C=C)C=C1)I (3-[(4-bromo-2-iodophenoxy)methyl]-3-vinylcyclobutanone). The reactants are trimethylsilyl ester, CS(=O)(=O)O (methanesulfonic acid), C=CC1=CC=CC=C1 (styrene), Teflon, C=CC1=CC=CC=C1 (styrene), C[SiH](Cl)Cl (methyldichlorosilane), trimethylsilyl ester, CS(=O)(=O)O (methanesulfonic acid), C=CC1=CC=CC=C1 (Styrene), C[SiH](Cl)Cl (methyldichlorosilane), divinylsiloxane. The reagents and catalysts are [Pt] (platinum). The solvent is C1(=CC=CC=C1)C (toluene). Product: C(CC1=CC=CC=C1)C[SiH](Cl)Cl (phenethylmethyldichlorosilane). Yield: 71.0%. As a reaction SMILES: [CH2:1]=[CH:2][C:3]1[CH:8]=[CH:7][CH:6]=[CH:5][CH:4]=1.[CH3:9][SiH:10]([Cl:12])[Cl:11].CS(O)(=O)=O>[Pt].C1(C)C=CC=CC=1>[CH2:1]([CH2:9][SiH:10]([Cl:12])[Cl:11])[CH2:2][C:3]1[CH:8]=[CH:7][CH:6]=[CH:5][CH:4]=1. Reported procedure: Reaction between styrene and methyldichlorosilane with platinum catalyst in the presence of trimethylsilyl ester of methanesulfonic acid. 624 mg Styrene and 732 mg methyldichlorosilane were introduced into a glass tube, and 51 mg of a trimethylsilyl ester of methanesulfonic acid was added with a microsyringe. 0.9 mg Of a toluene solution of a 0-valent platinum complex of divinylsiloxane (0.04 wt % platinum content) was added. The tube was sealed with Teflon tape and a rubber septum and placed in... Starting materials: [Si](C)(C)(C)OS(=O)(=O)C(F)(F)F (TMSOTf), C(C1=CC=CC=C1)(=O)O[C@@H]1[C@H](O[C@@H]([C@H]([C@@H]1O)OC(C1=CC=CC=C1)=O)COC(C1=CC=CC=C1)=O)O[C@@H]1[C@@H]([C@@H](OCC2=CC=CC=C2)O[C@@H]([C@H]1OC(C1=CC=CC=C1)=O)COC(C1=CC=CC=C1)=O)OC(C1=CC=CC=C1)=O (Benzyl 2,4,6-tri-O-benzoyl-α-D-mannopyranosyl-(1→3)-2,4,6-tri-O-benzoyl-α-D-mannopyranoside), ClC(C(O[C@@H]1[C@@H](OC(C2=CC=CC=C2)=O)[C@@H](OC(C2=CC=CC=C2)=O)[C@H](OC(C2=CC=CC=C2)=O)[C@H](O1)COC(C1=CC=CC=C1)=O)=N)(Cl)Cl (2,3,4,6-tetra-O-benzoyl-α-D-mannopyranosyl trichloroacetimidate), N1=CC=CC=C1 (Pyridine), C(C1=CC=CC=C1)(=O)Cl (benzoyl chloride). Solvent: C(Cl)Cl (DCM), CCN(CC)CC (Et3N), C(Cl)Cl (DCM). Run at temperature 0 celsius, time 2 hour. Product: C(C1=CC=CC=C1)(=O)O[C@@H]1[C@H](O[C@@H]([C@H]([C@@H]1OC(C1=CC=CC=C1)=O)OC(C1=CC=CC=C1)=O)COC(C1=CC=CC=C1)=O)O[C@@H]1[C@@H]([C@H](O[C@@H]([C@H]1OC(C1=CC=CC=C1)=O)COC(C1=CC=CC=C1)=O)O[C@@H]1[C@@H]([C@@H](OCC2=CC=CC=C2)O[C@@H]([C@H]1OC(C1=CC=CC=C1)=O)COC(C1=CC=CC=C1)=O)OC(C1=CC=CC=C1)=O)OC(C1=CC=CC=C1)=O (Benzyl 2,3,4,6-tetra-O-benzoyl-α-D-mannopyranosyl-(1→3)-2,4,6-tri-O-benzoyl-α-D-mannopyranosyl-(1→3)-2,4,6-tri-O-benzoyl-α-D-mannopyranoside). Yield: 59.8%. As a reaction SMILES: [C:1]([O:9][C@H:10]1[C@@H:15]([OH:16])[C@H:14]([O:17][C:18](=[O:25])[C:19]2[CH:24]=[CH:23][CH:22]=[CH:21][CH:20]=2)[C@@H:13]([CH2:26][O:27][C:28](=[O:35])[C:29]2[CH:34]=[CH:33][CH:32]=[CH:31][CH:30]=2)[O:12][C@@H:11]1[O:36][C@H:37]1[C@H:50]([O:51][C:52](=[O:59])[C:53]2[CH:58]=[CH:57][CH:56]=[CH:55][CH:54]=2)[C@@H:49]([CH2:60][O:61][C:62](=[O:69])[C:63]2[CH:68]=[CH:67][CH:66]=[CH:65][CH:64]=2)[O:48][C@H:39]([O:40][CH2:41][C:42]2[CH:47]=[CH:46][CH:45]=[CH:44][CH:43]=2)[C@H:38]1[O:70][C:71](=[O:78])[C:72]1[CH:77]=[CH:76][CH:75]=[CH:74][CH:73]=1)(=[O:8])[C:2]1[CH:7]=[CH:6][CH:5]=[CH:4][CH:3]=1.ClC(Cl)(Cl)C(=N)O[C@H:83]1[O:115][C@H:114]([CH2:116][O:117][C:118](=[O:125])[C:119]2[CH:124]=[CH:123][CH:122]=[CH:121][CH:120]=2)[C@@H:104]([O:105][C:106](=[O:113])[C:107]2[CH:112]=[CH:111][CH:110]=[CH:109][CH:108]=2)[C@H:94]([O:95][C:96](=[O:103])[C:97]2[CH:102]=[CH:101][CH:100]=[CH:99][CH:98]=2)[C@@H:84]1[O:85][C:86](=[O:93])[C:87]1[CH:92]=[CH:91][CH:90]=[CH:89][CH:88]=1.[Si](OS(C(F)(F)F)(=O)=O)(C)(C)C.N1C=CC=CC=1.C(Cl)(=O)C1C=CC=CC=1>C(Cl)Cl.CCN(CC)CC>[C:86]([O:85][C@H:84]1[C@@H:94]([O:95][C:96](=[O:103])[C:97]2[CH:102]=[CH:101][CH:100]=[CH:99][CH:98]=2)[C@H:104]([O:105][C:106](=[O:113])[C:107]2[CH:108]=[CH:109][CH:110]=[CH:111][CH:112]=2)[C@@H:114]([CH2:116][O:117][C:118](=[O:125])[C:119]2[CH:120]=[CH:121][CH:122]=[CH:123][CH:124]=2)[O:115][C@@H:83]1[O:16][C@H:15]1[C@H:14]([O:17][C:18](=[O:25])[C:19]2[CH:24]=[CH:23][CH:22]=[CH:21][CH:20]=2)[C@@H:13]([CH2:26][O:27][C:28](=[O:35])[C:29]2[CH:30]=[CH:31][CH:32]=[CH:33][CH:34]=2)[O:12][C@H:11]([O:36][C@H:37]2[C@H:50]([O:51][C:52](=[O:59])[C:53]3[CH:54]=[CH:55][CH:56]=[CH:57][CH:58]=3)[C@@H:49]([CH2:60][O:61][C:62](=[O:69])[C:63]3[CH:64]=[CH:65][CH:66]=[CH:67][CH:68]=3)[O:48][C@H:39]([O:40][CH2:41][C:42]3[CH:47]=[CH:46][CH:45]=[CH:44][CH:43]=3)[C@H:38]2[O:70][C:71](=[O:78])[C:72]2[CH:73]=[CH:74][CH:75]=[CH:76][CH:77]=2)[C@H:10]1[O:9][C:1](=[O:8])[C:2]1[CH:7]=[CH:6][CH:5]=[CH:4][CH:3]=1)(=[O:93])[C:87]1[CH:92]=[CH:91][CH:90]=[CH:89][CH:88]=1. Procedure: A solution of the alcohol 50 (424 mg, 0.401 mmol) and 2,3,4,6-tetra-O-benzoyl-α-D-mannopyranosyl trichloroacetimidate (357 mg, 0.481 mmol, 1.2 eq) in anhydrous DCM (7.5 mL) was stirred with powdered molecular sieves 3 Å (50 mg) at 0° C. for 1 h. A solution of TMSOTf (15 μL, 0.0802 mmol, 0.2 eq) in DCM (0.5 mL) was added dropwise via a syringe. The mixture was stirred at 0° C. for 2 h and TLC indicated complete conversion. Et3N (100 μL) was added. Pyridine (65 μL, 0.802 mmol) and benzoyl chloride... Reactants: C([O-])([O-])=O.[Na+].[Na+] (sodium carbonate), CN(CCCO)C (3-dimethylaminopropan-1-ol), ClC1=C2C(=NC(=C1C(=O)OCC)C)N(C=N2)C (7-chloro-3,5-dimethyl-3H-imidazo[4,5-b]pyridine-6-carboxylic acid, ethyl ester), solution, C(CCC)[Li] (butyl lithium). Solvent: C1=CC=CC=C1 (benzene), CCCCCC (hexane). Reaction conditions: time 15 minute. Yields the product CN(CCCOC1=C2C(=NC(=C1C(=O)OCC)C)N(C=N2)C)C (7-[3-(Dimethylamino)propoxy]-3,5-dimethyl-3H-imidazo[4,5-b]pyridine-6-carboxylic acid, ethyl ester). RXN SMILES: [CH3:1][N:2]([CH3:7])[CH2:3][CH2:4][CH2:5][OH:6].C([Li])CCC.Cl[C:14]1[C:19]([C:20]([O:22][CH2:23][CH3:24])=[O:21])=[C:18]([CH3:25])[N:17]=[C:16]2[N:26]([CH3:29])[CH:27]=[N:28][C:15]=12.C(=O)([O-])[O-].[Na+].[Na+]>CCCCCC.C1C=CC=CC=1>[CH3:1][N:2]([CH3:7])[CH2:3][CH2:4][CH2:5][O:6][C:14]1[C:19]([C:20]([O:22][CH2:23][CH3:24])=[O:21])=[C:18]([CH3:25])[N:17]=[C:16]2[N:26]([CH3:29])[CH:27]=[N:28][C:15]=12 |f:3.4.5|. Procedure: To a solution of 1.1 g. of 3-dimethylaminopropan-1-ol in 100 ml. of dry benzene are added 4 ml. of a 20% solution of butyl lithium in hexane. The mixture is stirred at room temperature for 15 minutes. After this time 2.5 g. of 7-chloro-3,5-dimethyl-3H-imidazo[4,5-b]pyridine-6-carboxylic acid, ethyl ester are added and the solution is heated at reflux temperature with stirring for 12 hours. After cooling, the solution is shaken with 50 ml. of a saturated aqueous sodium carbonate solution. The ben...